Dataset: the Open Reaction Database (ORD), a public repository of structured organic reaction records. Task: describe an organic reaction: reactants, conditions, products, and yield Reactants: ClC1=C(C(=O)N[C@@H](C(=O)O)CC=2C=C3C=CC(=NC3=CC2)C2=C(C=CC=C2Cl)Cl)C(=CC=C1)Cl ((2R)-2-[(2,6-dichlorobenzoyl)amino]-3-[2-(2,6-dichlorophenyl)-6-quinolinyl]propanoic acid), C(C)(C)(C)OC(=O)N[C@@H](C(=O)OC)CC=1C=C2C=CC(=NC2=CC1)C1=C(C=CC=C1Cl)Cl (methyl (2R)-2-[(tert-butoxycarbonyl)amino]-3-[2-(2,6-dichlorophenyl)-6-quinolinyl]propanoate), N[C@@H](C(=O)OC)CC=1C=C2C=CC(=NC2=CC1)C1=C(C=CC=C1Cl)Cl (methyl (2R)-2-amino-3-[2-(2,6-dichlorophenyl)-6-quinolinyl]propanoate), (D)-p-nitro-Phe-OMe, C(C)(C)(C)OC(=O)N[C@@H](C(=O)OC)CC=1C=C2C(CC(NC2=CC1)C1=C(C=CC=C1Cl)Cl)SC1=CC=CC=C1 (methyl (2R)-2-[(tert-butoxycarbonyl)amino]-3-[2-(2,6-dichlorophenyl)-4-(phenylsulfanyl)-1,2,3,4-tetrahydro-6-quinolinyl]propanoate). Yields the product ClC1=C(C(=O)N[C@H](C(=O)O)CC=2C=C3C=CC(=NC3=CC2)C2=C(C=CC=C2Cl)Cl)C(=CC=C1)Cl ((2S)-2-[(2,6-dichlorobenzoyl)amino]-3-[2-(2,6-dichlorophenyl)-6-quinolinyl]propanoic acid). RXN SMILES: [Cl:1][C:2]1[CH:33]=[CH:32][CH:31]=[C:30]([Cl:34])[C:3]=1[C:4]([NH:6][C@H:7]([CH2:11][C:12]1[CH:13]=[C:14]2[C:19](=[CH:20][CH:21]=1)[N:18]=[C:17]([C:22]1[C:27]([Cl:28])=[CH:26][CH:25]=[CH:24][C:23]=1[Cl:29])[CH:16]=[CH:15]2)[C:8]([OH:10])=[O:9])=[O:5].C(OC(N[C@H](CC1C=C2C(=CC=1)NC(C1C(Cl)=CC=CC=1Cl)CC2SC1C=CC=CC=1)C(OC)=O)=O)(C)(C)C.C(OC(N[C@H](CC1C=C2C(=CC=1)N=C(C1C(Cl)=CC=CC=1Cl)C=C2)C(OC)=O)=O)(C)(C)C.N[C@H](CC1C=C2C(=CC=1)N=C(C1C(Cl)=CC=CC=1Cl)C=C2)C(OC)=O>>[Cl:1][C:2]1[CH:33]=[CH:32][CH:31]=[C:30]([Cl:34])[C:3]=1[C:4]([NH:6][C@@H:7]([CH2:11][C:12]1[CH:13]=[C:14]2[C:19](=[CH:20][CH:21]=1)[N:18]=[C:17]([C:22]1[C:27]([Cl:28])=[CH:26][CH:25]=[CH:24][C:23]=1[Cl:29])[CH:16]=[CH:15]2)[C:8]([OH:10])=[O:9])=[O:5]. Reported procedure: (2R)-2-[(2,6-dichlorobenzoyl)amino]-3-[2-(2,6-dichlorophenyl)-6-quinolinyl]propanoic acid 40 can be synthesised according to the same procedure but starting from (D)-p-nitro-Phe-OMe, involving methyl (2R)-2-[(tert-butoxycarbonyl)amino]-3-[2-(2,6-dichlorophenyl)-4-(phenylsulfanyl)-1,2,3,4-tetrahydro-6-quinolinyl]propanoate 25a, methyl (2R)-2-[(tert-butoxycarbonyl)amino]-3-[2-(2,6-dichlorophenyl)-6-quinolinyl]propanoate 26a and methyl (2R)-2-amino-3-[2-(2,6-dichlorophenyl)-6-quinolinyl]propanoate ... Starting materials: C1(CCCCC1)CCC[C@H](C(NOC1OCCCC1)=O)[C@H](C(=O)NN(C(CC(=O)N1C=NC=C1)=O)CC(C)C)CC(C)C (2(R)-(4-Cyclohexyl-1(S)-[(tetrahydro-2(RS)-pyranyloxy)carbamoyl]butyl]-2′-isobutyl-4-methyl-2′-[2-(1-imidazoyl)acetyl]valerohydrazide), O.C1(=CC=C(C=C1)S(=O)(=O)O)C (p-toluenesulphonic acid monohydrate). The solvent is CO (methanol). Run at time 6 hour. Yields the product C1(=CC=C(C=C1)S(=O)(=O)O)C.C1(CCCCC1)CCC[C@H](C(NO)=O)[C@H](C(=O)NN(C(CC(=O)N1C=NC=C1)=O)CC(C)C)CC(C)C (2(R)-[4-cyclohexyl-1(S)-(hydroxycarbamoyl)butyl]-2′-isobutyl-4-methyl-2′-(2-(1-imidazoyl)acetyl]valerohydrazide p-toluenesulphonate). The yield is 34.1%. Reaction SMILES: [CH:1]1([CH2:7][CH2:8][CH2:9][C@@H:10]([C@@H:21]([CH2:40][CH:41]([CH3:43])[CH3:42])[C:22]([NH:24][N:25]([CH2:36][CH:37]([CH3:39])[CH3:38])[C:26](=[O:35])[CH2:27][C:28]([N:30]2[CH:34]=[CH:33][N:32]=[CH:31]2)=[O:29])=[O:23])[C:11](=[O:20])[NH:12][O:13]C2CCCCO2)[CH2:6][CH2:5][CH2:4][CH2:3][CH2:2]1.O.[C:45]1([CH3:55])[CH:50]=[CH:49][C:48]([S:51]([OH:54])(=[O:53])=[O:52])=[CH:47][CH:46]=1>CO>[C:45]1([CH3:55])[CH:46]=[CH:47][C:48]([S:51]([OH:54])(=[O:52])=[O:53])=[CH:49][CH:50]=1.[CH:1]1([CH2:7][CH2:8][CH2:9][C@@H:10]([C@@H:21]([CH2:40][CH:41]([CH3:43])[CH3:42])[C:22]([NH:24][N:25]([CH2:36][CH:37]([CH3:39])[CH3:38])[C:26](=[O:35])[CH2:27][C:28]([N:30]2[CH:34]=[CH:33][N:32]=[CH:31]2)=[O:29])=[O:23])[C:11](=[O:20])[NH:12][OH:13])[CH2:6][CH2:5][CH2:4][CH2:3][CH2:2]1 |f:1.2,4.5|. Reported procedure: A solution of 0.205 g of 2(R)-(4-Cyclohexyl-1(S)-[(tetrahydro-2(RS)-pyranyloxy)carbamoyl]butyl]-2′-isobutyl-4-methyl-2′-[2-(1-imidazoyl)acetyl]valerohydrazide in 5 ml of methanol was treated with 0.075 g of p-toluenesulphonic acid monohydrate. The mixture was stirred at room temperature for 6 hours and evaporated. The residue was purified by flash column chromatography on silica gel using methanol/dichloromethane (5:95) as the eluant to give 0.080 g of 2(R)-[4-cyclohexyl-1(S)-(hydroxycarbamoyl)b... Starting materials: Oc1cc(F)c(Br)cc1N=Cc1ccc(F)cc1F, O=C([O-])[O-], [Cs+], [Cs+], CN(C)C=O, O. The product is Fc1ccc2c(c1)Oc1cc(F)c(Br)cc1N=C2. RXN SMILES: [Br:1][c:2]1[cH:3][c:4]([N:10]=[CH:11][c:12]2[c:13]([F:19])[cH:14][c:15]([F:18])[cH:16][cH:17]2)[c:5]([OH:9])[cH:6][c:7]1[F:8].[C:20](=[O:21])([O-:22])[O-:23].[Cs+:24].[Cs+:25].[O:27]=[CH:28][N:29]([CH3:30])[CH3:31].[OH2:26]>>[Br:1][c:2]1[cH:3][c:4]2[c:5]([cH:6][c:7]1[F:8])[O:9][c:13]1[c:12]([cH:17][cH:16][c:15]([F:18])[cH:14]1)[CH:11]=[N:10]2.